Dataset: the Open Reaction Database (ORD), a public repository of structured organic reaction records. Task: describe an organic reaction: reactants, conditions, products, and yield Starting materials: C(C)(=O)NC=1N=C(SC1C)Br (4-acetamido-2-bromo-5-methylthiazole), C(C)(=O)[O-].[Na+] (sodium acetate), [H][H] (hydrogen). Reagents/catalysts: [Pd] (Pd/C). Solvent: CO (methanol). Product: C(C)(=O)NC=1N=CSC1C (4-acetamido-5-methylthiazole). Isolated yield 13.1%. RXN SMILES: [C:1]([NH:4][C:5]1[N:6]=[C:7](Br)[S:8][C:9]=1[CH3:10])(=[O:3])[CH3:2].C([O-])(=O)C.[Na+].[H][H]>CO.[Pd]>[C:1]([NH:4][C:5]1[N:6]=[CH:7][S:8][C:9]=1[CH3:10])(=[O:3])[CH3:2] |f:1.2|. Procedure: A solution of 4-acetamido-2-bromo-5-methylthiazole (2.3 g) and sodium acetate (0.8 g) in methanol (60 ml) was hydrogenated at atmospheric pressure over 10% Pd/C catalyst until the theoretical uptake of hydrogen had occurred. The catalyst was removed by filtration and washed with methanol and the filtrate was evaporated to dryness. The residue was extracted with hot CCl4 and the extracts were evaporated. The residue was recrystallised once from petroleum ether (b.p. 60°-80° C.) and once from hexa... Starting materials: BrC=1C=C(C(=NC1)C(C)=O)C(F)(F)F (1-(5-bromo-3-(trifluoromethyl)pyridin-2-yl)ethanone), CN(C)C=O.O (DMF H2O). Reagents/catalysts: C=1C=CC(=CC1)/C=C/C(=O)/C=C/C2=CC=CC=C2.C=1C=CC(=CC1)/C=C/C(=O)/C=C/C2=CC=CC=C2.C=1C=CC(=CC1)/C=C/C(=O)/C=C/C2=CC=CC=C2.[Pd].[Pd] (Pd2(dba)3), C1=CC=C(C=C1)P([C-]2C=CC=C2)C3=CC=CC=C3.C1=CC=C(C=C1)P([C-]2C=CC=C2)C3=CC=CC=C3.[Fe+2] (DPPF), [C-]#N.[C-]#N.[Zn+2] (Zn(CN)2). Run at temperature 120 celsius. Product: C(C)(=O)C1=NC=C(C#N)C=C1C(F)(F)F (6-Acetyl-5-(trifluoromethyl)nicotinonitrile). Reaction SMILES: Br[C:2]1[CH:3]=[C:4]([C:11]([F:14])([F:13])[F:12])[C:5]([C:8](=[O:10])[CH3:9])=[N:6][CH:7]=1.[CH3:15][N:16](C=O)C.O>[C-]#N.[C-]#N.[Zn+2].C1C=CC(/C=C/C(/C=C/C2C=CC=CC=2)=O)=CC=1.C1C=CC(/C=C/C(/C=C/C2C=CC=CC=2)=O)=CC=1.C1C=CC(/C=C/C(/C=C/C2C=CC=CC=2)=O)=CC=1.[Pd].[Pd].C1C=CC(P(C2C=CC=CC=2)[C-]2C=CC=C2)=CC=1.C1C=CC(P(C2C=CC=CC=2)[C-]2C=CC=C2)=CC=1.[Fe+2]>[C:8]([C:5]1[C:4]([C:11]([F:14])([F:13])[F:12])=[CH:3][C:2]([C:15]#[N:16])=[CH:7][N:6]=1)(=[O:10])[CH3:9] |f:1.2,3.4.5,6.7.8.9.10,11.12.13|. Reported procedure: Dissolve 1-(5-bromo-3-(trifluoromethyl)pyridin-2-yl)ethanone (2.67 g, 0.01 mol) in anhydrous DMF/H2O (30.0:0.3 mL) and degas the resulting solution with N2 for 10 minutes. Add Zn(CN)2 (1.17 g, 0.01 mol), Pd2(dba)3 (229 mg, 2.5 mol %) and DPPF (270 mg, 5 mol %). Purge the mixture with N2 for another 10 minutes and heat at 120° C. under N2 atmosphere for 45 minutes. Cool the reaction mixture to room temperature, dilute with water, extract with EtOAc (3×75 mL) and dry (MgSO4). Filter the dried extr... Starting materials: Ice water, BrCC(=O)C1CCCCC1 (Bromomethylcyclohexylketone), [I-].[K+] (potassium iodide), C([O-])([O-])=O.[K+].[K+] (potassium carbonate), O=C1C(CN(C2=C(N1)C=CC=C2)C2CCCCC2)NC(=O)OC(C)(C)C (2-oxo-3-tert-butoxycarbonylamino-5-cyclohexyl-1,3,4,5-tetrahydro-2H-1,5-benzodiazepine). Reagents/catalysts: [Br-].C(CCC)[N+](CCCC)(CCCC)CCCC (tetra n-butylammonium bromide). Run in CS(=O)C (dimethylsulfoxide). Run at time 8 hour. Yields the product C1(CCCCC1)C(=O)CN1C(C(CN(C2=C1C=CC=C2)C2CCCCC2)NC(=O)OC(C)(C)C)=O (1-cyclohexylcarbonylmethyl-2-oxo-3-tert-butoxycarbonylamino-5-cyclohexyl-1,3,4,5-tetrahydro-2H-1,5-benzodiazepine). Isolated yield 37.2%. Reaction SMILES: Br[CH2:2][C:3]([CH:5]1[CH2:10][CH2:9][CH2:8][CH2:7][CH2:6]1)=[O:4].[I-].[K+].C(=O)([O-])[O-].[K+].[K+].[O:19]=[C:20]1[NH:26][C:25]2[CH:27]=[CH:28][CH:29]=[CH:30][C:24]=2[N:23]([CH:31]2[CH2:36][CH2:35][CH2:34][CH2:33][CH2:32]2)[CH2:22][CH:21]1[NH:37][C:38]([O:40][C:41]([CH3:44])([CH3:43])[CH3:42])=[O:39]>[Br-].C([N+](CCCC)(CCCC)CCCC)CCC.CS(C)=O>[CH:5]1([C:3]([CH2:2][N:26]2[C:25]3[CH:27]=[CH:28][CH:29]=[CH:30][C:24]=3[N:23]([CH:31]3[CH2:32][CH2:33][CH2:34][CH2:35][CH2:36]3)[CH2:22][CH:21]([NH:37][C:38]([O:40][C:41]([CH3:43])([CH3:42])[CH3:44])=[O:39])[C:20]2=[O:19])=[O:4])[CH2:10][CH2:9][CH2:8][CH2:7][CH2:6]1 |f:1.2,3.4.5,7.8|. Reported procedure: Bromomethylcyclohexylketone (861 mg), potassium iodide (23 mg), tetra n-butylammonium bromide (27 mg) and potassium carbonate (464 mg) were added to a solution of 2-oxo-3-tert-butoxycarbonylamino-5-cyclohexyl-1,3,4,5-tetrahydro-2H-1,5-benzodiazepine (1 g) in dimethylsulfoxide (10 ml), the mixture was stirred overnight at room temperature. Ice-water was added to the reaction mixture, extracted with ethyl acetate. The organic layer was washed with saturated brine, dried over anhydrous sodium sulfa... Starting materials: CCO, CC(C)[O-], CC(C)[O-], CC(C)[O-], CC(C)[O-], CC(n1ncc2cc(N)ccc21)C(O)(Cn1cncn1)c1ccc(F)cc1F, CC(C)(C)OC(=O)N1CCC(=O)CC1, [Ti+4]. Product: CC(n1ncc2cc(NC3CCN(C(=O)OC(C)(C)C)CC3)ccc21)C(O)(Cn1cncn1)c1ccc(F)cc1F. As a reaction SMILES: [CH3:43][CH2:44][OH:45].[CH3:46][CH:47]([CH3:48])[O-:49].[CH3:51][CH:52]([CH3:53])[O-:54].[CH3:55][CH:56]([CH3:57])[O-:58].[CH3:59][CH:60]([CH3:61])[O-:62].[NH2:1][c:2]1[cH:3][c:4]2[cH:5][n:6][n:7]([CH:11]([C:12]([CH2:13][n:14]3[n:15][cH:16][n:17][cH:18]3)([OH:19])[c:20]3[c:21]([F:27])[cH:22][c:23]([F:26])[cH:24][cH:25]3)[CH3:28])[c:8]2[cH:9][cH:10]1.[O:29]=[C:30]1[CH2:31][CH2:32][N:33]([C:36](=[O:37])[O:38][C:39]([CH3:40])([CH3:41])[CH3:42])[CH2:34][CH2:35]1.[Ti+4:50]>>[NH:1]([c:2]1[cH:3][c:4]2[cH:5][n:6][n:7]([CH:11]([C:12]([CH2:13][n:14]3[n:15][cH:16][n:17][cH:18]3)([OH:19])[c:20]3[c:21]([F:27])[cH:22][c:23]([F:26])[cH:24][cH:25]3)[CH3:28])[c:8]2[cH:9][cH:10]1)[CH:30]1[CH2:31][CH2:32][N:33]([C:36](=[O:37])[O:38][C:39]([CH3:40])([CH3:41])[CH3:42])[CH2:34][CH2:35]1. The reactants are CSC=1N=CC2=C(N1)CNC2 (2-(methylthio)-6,7-dihydro-5H-pyrrolo[3,4-d]pyrimidine), BrC1=CC(=NC=C1)C(=O)NC1=CC=C(C=C1)C(F)(F)F (4-Bromo-N-(4-(trifluoromethyl)phenyl)picolinamide). Yields the product FC(C1=CC=C(C=C1)NC(=O)C1=NC=CC(=C1)N1CC=2N=C(N=CC2C1)SC)(F)F (4-(2-Methylsulfanyl-5,7-dihydro-pyrrolo[3,4-d]pyrimidin-6-yl)-pyridine-2-carboxylic acid (4-trifluoromethyl-phenyl)-amide). Reaction SMILES: [CH3:1][S:2][C:3]1[N:4]=[CH:5][C:6]2[CH2:11][NH:10][CH2:9][C:7]=2[N:8]=1.Br[C:13]1[CH:18]=[CH:17][N:16]=[C:15]([C:19]([NH:21][C:22]2[CH:27]=[CH:26][C:25]([C:28]([F:31])([F:30])[F:29])=[CH:24][CH:23]=2)=[O:20])[CH:14]=1>>[F:31][C:28]([F:29])([F:30])[C:25]1[CH:24]=[CH:23][C:22]([NH:21][C:19]([C:15]2[CH:14]=[C:13]([N:10]3[CH2:11][C:6]4[CH:5]=[N:4][C:3]([S:2][CH3:1])=[N:8][C:7]=4[CH2:9]3)[CH:18]=[CH:17][N:16]=2)=[O:20])=[CH:27][CH:26]=1. Procedure: In a manner similar to that describe in Example 126, 2-(methylthio)-6,7-dihydro-5H-pyrrolo[3,4-d]pyrimidine and 4-Bromo-N-(4-(trifluoromethyl)phenyl)picolinamide were converted to the title compound. Product: CCCCC(C#N)c1ccc(Cl)cc1Cl. The reactants are CCCCI, N#CCc1ccc(Cl)cc1Cl, C1CCOC1, O. Reaction SMILES: [CH2:17]([I:18])[CH2:19][CH2:20][CH3:21].[Cl:1][c:2]1[c:3]([CH2:4][C:5]#[N:6])[cH:7][cH:8][c:9]([Cl:11])[cH:10]1.[O:12]1[CH2:13][CH2:14][CH2:15][CH2:16]1.[OH2:22]>>[Cl:1][c:2]1[c:3]([CH:4]([C:5]#[N:6])[CH2:13][CH2:14][CH2:15][CH3:16])[cH:7][cH:8][c:9]([Cl:11])[cH:10]1. The reactants are Cl (HCl), FC1=C(C=CC=C1F)[C@H]1CC=2C(=NC=CC2)[C@@H](CC1)CC(=O)N1CCC(CC1)N1C(NC2=NC=CC=C21)=O (1-(1-(2-((6R,9S)-6-(2,3-Difluorophenyl)-6,7,8,9-tetrahydro-5H-cyclohepta[b]pyridin-9-yl)acetyl)piperidin-4-yl)-1H-imidazo[4,5-b]pyridin-2(3H)-one), FC1=C(C=CC=C1F)[C@@H]1CC=2C(=NC=CC2)[C@H](CC1)CC(=O)N1CCC(CC1)N1C(NC2=NC=CC=C21)=O (1-(1-(2-((6S,9R)-6-(2,3-difluorophenyl)-6,7,8,9-tetrahydro-5H-cyclohepta[b]pyridin-9-yl)acetyl)piperidin-4-yl)-1H-imidazo[4,5-b]pyridin-2(3H)-one). Solvent: C(Cl)Cl (CH2Cl2). Yields the product 2-((6,9-trans)-6-(2,3-difluorophenyl)-6,7,8,9-tetrahydro-5H-cyclohepta[b]pyridin-9-yl)acetic acid, N1CCC(CC1)N1C(NC2=NC=CC=C21)=O (1-(piperidin-4-yl)-1H-imidazo[4,5-b]pyridin-2(3H)-one). As a reaction SMILES: FC1C(F)=CC=CC=1[C@@H]1CC[C@@H](CC([N:23]2[CH2:28][CH2:27][CH:26]([N:29]3[C:37]4[C:32](=[N:33][CH:34]=[CH:35][CH:36]=4)[NH:31][C:30]3=[O:38])[CH2:25][CH2:24]2)=O)C2=NC=CC=C2C1.FC1C(F)=CC=CC=1[C@H]1CC[C@H](CC(N2CCC(N3C4C(=NC=CC=4)NC3=O)CC2)=O)C2=NC=CC=C2C1.Cl>C(Cl)Cl>[NH:23]1[CH2:24][CH2:25][CH:26]([N:29]2[C:37]3[C:32](=[N:33][CH:34]=[CH:35][CH:36]=3)[NH:31][C:30]2=[O:38])[CH2:27][CH2:28]1. Reported procedure: 1-(1-(2-((6R,9S)-6-(2,3-Difluorophenyl)-6,7,8,9-tetrahydro-5H-cyclohepta[b]pyridin-9-yl)acetyl)piperidin-4-yl)-1H-imidazo[4,5-b]pyridin-2(3H)-one and 1-(1-(2-((6S,9R)-6-(2,3-difluorophenyl)-6,7,8,9-tetrahydro-5H-cyclohepta[b]pyridin-9-yl)acetyl)piperidin-4-yl)-1H-imidazo[4,5-b]pyridin-2(3H)-one. In a 100 mL round-bottomed flask was 2-((6,9-trans)-6-(2,3-difluorophenyl)-6,7,8,9-tetrahydro-5H-cyclohepta[b]pyridin-9-yl)acetic acid (46.0 mg, 0.145 mmol) and 1-(piperidin-4-yl)-1H-imidazo[4,5-b]pyridi... Reactants: Cl.N[C@@H]1CC[C@H](CC1)NC(=O)C1=C(NC2=C1N=CN=C2C2=C(C=C(C=C2)OC)OCC2CC2)C (N-(trans-4-aminocyclohexyl)-4-[2-(cyclopropylmethoxy)-4-methoxyphenyl]-6-methyl-5H-pyrrolo[3,2-d]pyrimidine-7-carboxamide hydrochloride), C(C)(=O)Cl (acetyl chloride). Product: C(C)(=O)N[C@@H]1CC[C@H](CC1)NC(=O)C1=C(NC2=C1N=CN=C2C2=C(C=C(C=C2)OC)OCC2CC2)C (N-(trans-4-acetamidocyclohexyl)-4-[2-(cyclopropylmethoxy)-4-methoxyphenyl]-6-methyl-5H-pyrrolo[3,2-d]pyrimidine-7-carboxamide). Reaction SMILES: Cl.[NH2:2][C@H:3]1[CH2:8][CH2:7][C@H:6]([NH:9][C:10]([C:12]2[C:16]3[N:17]=[CH:18][N:19]=[C:20]([C:21]4[CH:26]=[CH:25][C:24]([O:27][CH3:28])=[CH:23][C:22]=4[O:29][CH2:30][CH:31]4[CH2:33][CH2:32]4)[C:15]=3[NH:14][C:13]=2[CH3:34])=[O:11])[CH2:5][CH2:4]1.[C:35](Cl)(=[O:37])[CH3:36]>>[C:35]([NH:2][C@H:3]1[CH2:8][CH2:7][C@H:6]([NH:9][C:10]([C:12]2[C:16]3[N:17]=[CH:18][N:19]=[C:20]([C:21]4[CH:26]=[CH:25][C:24]([O:27][CH3:28])=[CH:23][C:22]=4[O:29][CH2:30][CH:31]4[CH2:32][CH2:33]4)[C:15]=3[NH:14][C:13]=2[CH3:34])=[O:11])[CH2:5][CH2:4]1)(=[O:37])[CH3:36] |f:0.1|. Reported procedure: Starting from N-(trans-4-aminocyclohexyl)-4-[2-(cyclopropylmethoxy)-4-methoxyphenyl]-6-methyl-5H-pyrrolo[3,2-d]pyrimidine-7-carboxamide hydrochloride (example D.f19) and commercially acetyl chloride the title compound is obtained as colorless solid. The reactants are CC(C)(C)CC(C)(C)c1ccc(N)c([N+](=O)[O-])c1, Cc1ccccc1, Cl, O=N[O-], [Na+], O. The product is CC(C)(C)CC(C)(C)c1ccc([N+]#N)c([N+](=O)[O-])c1, [Cl-]. RXN SMILES: [C:1]([CH3:2])([CH3:3])([CH2:4][C:5]([CH3:6])([CH3:7])[CH3:8])[c:9]1[cH:10][c:11]([N+:16](=[O:17])[O-:18])[c:12]([NH2:13])[cH:14][cH:15]1.[CH3:24][c:25]1[cH:26][cH:27][cH:28][cH:29][cH:30]1.[ClH:19].[N:20]([O-:21])=[O:22].[Na+:23].[OH2:31]>>[C:1]([CH3:2])([CH3:3])([CH2:4][C:5]([CH3:6])([CH3:7])[CH3:8])[c:9]1[cH:10][c:11]([N+:16](=[O:17])[O-:18])[c:12]([N+:13]#[N:20])[cH:14][cH:15]1.[Cl-:19].